This data is from the Open Reaction Database (ORD), a public repository of structured organic reaction records. The task is: describe an organic reaction: reactants, conditions, products, and yield Reactants: [H-].C(C(C)C)[Al+]CC(C)C (diisobutylaluminum hydride), C1(=CC=CC=C1)C (toluene), NC(=O)NC=1NC(=CC1C(=O)N)C1=CC=C(C=C1)C(=O)OCC (2-aminocarbonylamino-5-(4-ethoxycarbonylphenyl)pyrrole-3-carboxamide), O (water), [H-].C(C(C)C)[Al+]CC(C)C (diisobutylaluminum hydride), C1(=CC=CC=C1)C (toluene). Run in CO (methanol), O1CCCC1 (tetrahydrofuran). Reaction conditions: time 2 hour. The product is NC(=O)NC=1NC(=CC1C(=O)N)C1=CC=C(C=C1)CO (2-Aminocarbonylamino-5-(4-hydroxymethylphenyl)pyrrole-3-carboxamide). The yield is 66.0%. As a reaction SMILES: [H-].C([Al+]CC(C)C)C(C)C.C1(C)C=CC=CC=1.[NH2:18][C:19]([NH:21][C:22]1[NH:23][C:24]([C:30]2[CH:35]=[CH:34][C:33]([C:36](OCC)=[O:37])=[CH:32][CH:31]=2)=[CH:25][C:26]=1[C:27]([NH2:29])=[O:28])=[O:20].O>O1CCCC1.CO>[NH2:18][C:19]([NH:21][C:22]1[NH:23][C:24]([C:30]2[CH:35]=[CH:34][C:33]([CH2:36][OH:37])=[CH:32][CH:31]=2)=[CH:25][C:26]=1[C:27]([NH2:29])=[O:28])=[O:20] |f:0.1|. Reported procedure: Under ice-cooling, 1.0M diisobutylaluminum hydride in toluene solution (3.2 mL, 3.2 mmol) was added to a solution of 2-aminocarbonylamino-5-(4-ethoxycarbonylphenyl)pyrrole-3-carboxamide (Compound No. 1-30, 0.28 g, 0.89 mmol) in anhydrous tetrahydrofuran (5 mL) and the mixture was stirred for 2 hours. Moreover, 1.0M diisobutylaluminum hydride in toluene solution (3.2 mL, 3.2 mmol) was added thereto and the whole was stirred for 2 hours, and then water (2 mL) and methanol (2 mL) were added thereto...